From a dataset of the Open Reaction Database (ORD), a public repository of structured organic reaction records. describe an organic reaction: reactants, conditions, products, and yield Starting materials: CC(C)(C)OC(=O)Nc1ccc(Cl)nc1, [Li]CCCC, CI, CCOCC. Yields the product Cc1cc(Cl)ncc1NC(=O)OC(C)(C)C. RXN SMILES: [C:1]([CH3:2])([CH3:3])([CH3:4])[O:5][C:6]([NH:7][c:8]1[cH:9][n:10][c:11]([Cl:14])[cH:12][cH:13]1)=[O:15].[CH2:16]([Li:17])[CH2:18][CH2:19][CH3:20].[CH3:21][I:22].[CH3:23][CH2:24][O:25][CH2:26][CH3:27]>>[C:1]([CH3:2])([CH3:3])([CH3:4])[O:5][C:6]([NH:7][c:8]1[cH:9][n:10][c:11]([Cl:14])[cH:12][c:13]1[CH3:16])=[O:15]. Reactants: C(=O)(O)[O-].[Na+] (NaHCO3), [OH-].[Na+] (NaOH), FC1=CC2=C(NC(=N2)SCC2=NC=CC(=C2)OCC2CC2)C=C1 (5- Fluoro-2-[[(4-cyclopropylmethoxy-2-pyridinyl)methyl]thio]-1H-benz-imidazole), ClC1=CC(=CC=C1)C(=O)OO (m-Chloroperbenzoic acid). Run in O (H2O), O (H2O), C(Cl)Cl (CH2Cl2), C(Cl)Cl (CH2Cl2). Run at time 15 minute. The product is FC1=CC2=C(NC(=N2)S(=O)CC2=NC=CC(=C2)OCC2CC2)C=C1 (5-fluoro-2-[[(4-cyclopropylmethoxy-2-pyridinyl)methyl]sulfinyl]-1H-benzimidazole). RXN SMILES: [F:1][C:2]1[CH:23]=[CH:22][C:5]2[NH:6][C:7]([S:9][CH2:10][C:11]3[CH:16]=[C:15]([O:17][CH2:18][CH:19]4[CH2:21][CH2:20]4)[CH:14]=[CH:13][N:12]=3)=[N:8][C:4]=2[CH:3]=1.C([O-])(O)=[O:25].[Na+].ClC1C=CC=C(C(OO)=O)C=1.[OH-].[Na+]>C(Cl)Cl.O>[F:1][C:2]1[CH:23]=[CH:22][C:5]2[NH:6][C:7]([S:9]([CH2:10][C:11]3[CH:16]=[C:15]([O:17][CH2:18][CH:19]4[CH2:21][CH2:20]4)[CH:14]=[CH:13][N:12]=3)=[O:25])=[N:8][C:4]=2[CH:3]=1 |f:1.2,4.5|. Procedure: 5- Fluoro-2-[[(4-cyclopropylmethoxy-2-pyridinyl)methyl]thio]-1H-benz-imidazole (1.25 g, 0.0036 mol) was dissolved in CH2Cl2 (40 ml). NaHCO3 (0.6 g, 0.0072 mol) dissolved in H2O (20 ml) was added and the mixture was cooled to +2° C. m-Chloroperbenzoic acid, 84% (0.73 g, 0.0036 mol) dissolved in CH2Cl2 (5 ml) was added under stirring. Stirring was continued at room temperature for 15 min. The two phases were separated and NaOH (0.29 g, 0.0072 mol) dissolved in H2O (25 ml) was added to the organic ... The reactants are C1CCOC1, CC(=O)C=Cc1c(C)cccc1C, [Cl-], [Cu]I, [Li]C, [NH4+]. Product: CC(=O)CC(C)c1c(C)cccc1C. RXN SMILES: [CH2:18]1[O:19][CH2:20][CH2:21][CH2:22]1.[CH3:3][c:4]1[c:5]([CH:11]=[CH:12][C:13]([CH3:14])=[O:15])[c:6]([CH3:10])[cH:7][cH:8][cH:9]1.[Cl-:16].[Cu:23][I:24].[Li:1][CH3:2].[NH4+:17]>>[CH3:2][CH:11]([c:5]1[c:4]([CH3:3])[cH:9][cH:8][cH:7][c:6]1[CH3:10])[CH2:12][C:13]([CH3:14])=[O:15]. The reactants are BrC1=CC=C(C=C1)[C@H](CN1CCCC1)NC ((1R)-1-(4-bromophenyl)-N-methyl-2-(1-pyrrolidinyl)ethanamine), C(=O)([O-])[O-].[Na+].[Na+] (Na2CO3), C(Cl)Cl (CH2Cl2), NC(=O)C=1C=C(C=CC1)B(O)O ([3-(aminocarbonyl)phenyl]boronic acid), solution, C(Cl)Cl (CH2Cl2). Reagents/catalysts: C1=CC=C(C=C1)P([C-]2C=CC=C2)C3=CC=CC=C3.C1=CC=C(C=C1)P([C-]2C=CC=C2)C3=CC=CC=C3.Cl[Pd]Cl.[Fe+2] (PdCl2(dppf)2), C1=CC=C(C=C1)P([C-]2C=CC=C2)C3=CC=CC=C3.C1=CC=C(C=C1)P([C-]2C=CC=C2)C3=CC=CC=C3.Cl[Pd]Cl.[Fe+2] (PdCl2(dppf)2). Run in O1CCOCC1 (dioxane), O (H2O), CC#N (CH3CN). Run at temperature 100 celsius. Product: CN[C@@H](CN1CCCC1)C1=CC=C(C=C1)C1=CC(=CC=C1)C(=O)N (4′-[(1R)-1-(methylamino)-2-(1-pyrrolidinyl)ethyl]-3-biphenylcarboxamide). Isolated yield 65.8%. As a reaction SMILES: Br[C:2]1[CH:7]=[CH:6][C:5]([C@@H:8]([NH:15][CH3:16])[CH2:9][N:10]2[CH2:14][CH2:13][CH2:12][CH2:11]2)=[CH:4][CH:3]=1.[NH2:17][C:18]([C:20]1[CH:21]=[C:22](B(O)O)[CH:23]=[CH:24][CH:25]=1)=[O:19].C([O-])([O-])=O.[Na+].[Na+].C(Cl)Cl>O1CCOCC1.C1C=CC(P(C2C=CC=CC=2)[C-]2C=CC=C2)=CC=1.C1C=CC(P(C2C=CC=CC=2)[C-]2C=CC=C2)=CC=1.Cl[Pd]Cl.[Fe+2].O.CC#N>[CH3:16][NH:15][C@H:8]([C:5]1[CH:6]=[CH:7][C:2]([C:24]2[CH:23]=[CH:22][CH:21]=[C:20]([C:18]([NH2:17])=[O:19])[CH:25]=2)=[CH:3][CH:4]=1)[CH2:9][N:10]1[CH2:14][CH2:13][CH2:12][CH2:11]1 |f:2.3.4,7.8.9.10|. Procedure details: (1R)-1-(4-bromophenyl)-N-methyl-2-(1-pyrrolidinyl)ethanamine (2.65 g, 9.4 mmol) was dissolved in dioxane (100 mL) under argon at room temperature. The resulting solution was magnetically stirred and treated with [3-(aminocarbonyl)phenyl]boronic acid (1.7 g, 10.3 mmol) followed by 15 mL of a 1.88M solution of Na2CO3 (28.2 mmol) and PdCl2(dppf)2.CH2Cl2 (408 mg, 0.5 mmol) all at room temperature. The flask was placed in a preheated 100° C. oil bath and maintained at 100° C. for approximately 18 h a... Isolated yield 85.2%. Reactants: [N+](=O)([O-])C=1C=C(C(=O)OC)C=CC1N1CCCCC1 (methyl 3-nitro-4-(piperidin-1-yl)benzoate). Yields the product NC=1C=C(C(=O)OC)C=CC1N1CCCCC1 (methyl 3-amino-4-(piperidin-1-yl)benzoate). The reagents and catalysts are [C].[Pd] (palladium carbon). RXN SMILES: [N+:1]([C:4]1[CH:5]=[C:6]([CH:11]=[CH:12][C:13]=1[N:14]1[CH2:19][CH2:18][CH2:17][CH2:16][CH2:15]1)[C:7]([O:9][CH3:10])=[O:8])([O-])=O>CO.[C].[Pd]>[NH2:1][C:4]1[CH:5]=[C:6]([CH:11]=[CH:12][C:13]=1[N:14]1[CH2:19][CH2:18][CH2:17][CH2:16][CH2:15]1)[C:7]([O:9][CH3:10])=[O:8] |f:2.3|. The solvent is CO (methanol). Reported procedure: Using 10% palladium carbon cartridge, a solution of methyl 3-nitro-4-(piperidin-1-yl)benzoate (3.07 g) in methanol (50 ml) was pumped through the H-Cube™ reactor (ThalesNano Inc.). After all the reaction mixture had passed through the H-Cube™ reactor, the reaction mixture was concentrated under reduced pressure. The residue was purified by NH-silica gel column chromatography to obtain a title compound (2.32 g). Reactants: COc1cccc(OC)c1C(=O)N=C=O, Nc1ccc(S(=O)(=O)C2CCCCC2)nc1, CN(C)C=O, O. The product is COc1cccc(OC)c1C(=O)NC(=O)Nc1ccc(S(=O)(=O)C2CCCCC2)nc1. RXN SMILES: [CH3:17][O:18][c:19]1[c:20]([C:21](=[O:22])[N:23]=[C:24]=[O:25])[c:26]([O:30][CH3:31])[cH:27][cH:28][cH:29]1.[CH:1]1([S:7](=[O:8])(=[O:9])[c:10]2[n:11][cH:12][c:13]([NH2:16])[cH:14][cH:15]2)[CH2:2][CH2:3][CH2:4][CH2:5][CH2:6]1.[O:32]=[CH:33][N:34]([CH3:35])[CH3:36].[OH2:37]>>[CH:1]1([S:7](=[O:8])(=[O:9])[c:10]2[n:11][cH:12][c:13]([NH:16][C:24]([NH:23][C:21]([c:20]3[c:19]([O:18][CH3:17])[cH:29][cH:28][cH:27][c:26]3[O:30][CH3:31])=[O:22])=[O:25])[cH:14][cH:15]2)[CH2:2][CH2:3][CH2:4][CH2:5][CH2:6]1. The product is C(C)(=O)SCC(=O)OCCOC1=CC=CC=C1 (β-phenoxyethyl S-acetylthioglycolate). The reactants are [OH-].[K+] (potassium hydroxide), C(C)(=S)O (thioacetic acid), BrCC(=O)OCCOC1=CC=CC=C1 (β-phenoxyethyl bromoacetate). Yield: 98.1%. Run in O (water), CC(=O)C (acetone). Procedure details: The solution of potassium hydroxide (6.6g) in water (20 ml) was added under ice cooling to thioacetic acid (7.6g) and then the solution of β-phenoxyethyl bromoacetate (25.9g) in acetone (30ml) was added and treated for 6 hours at room temperature. Extracted twice with 200 ml of ethylether and the ether layer was washed with water, dried, and concentrated, giving colourless crystals (24.9g) which was then recrystallized from n-hexane. Thus colourless crystals (20.8g), m.p. 56.0°-57.0° C., of β-ph... As a reaction SMILES: [OH-].[K+].[C:3]([OH:6])(=[S:5])[CH3:4].Br[CH2:8][C:9]([O:11][CH2:12][CH2:13][O:14][C:15]1[CH:20]=[CH:19][CH:18]=[CH:17][CH:16]=1)=[O:10]>O.CC(C)=O>[C:3]([S:5][CH2:8][C:9]([O:11][CH2:12][CH2:13][O:14][C:15]1[CH:20]=[CH:19][CH:18]=[CH:17][CH:16]=1)=[O:10])(=[O:6])[CH3:4] |f:0.1|. Starting materials: O=[O+][O-] (ozone), O=[O+][O-] (ozone), C(C=CC)C1C2(C3=CC=C(C=C3C1=O)C)CCCCC2 ((RS)-2'-(2-buten-1-yl)-5'-methyl-2',3'-dihydro-spiro[cyclohexane-1,1'-[1H]indene]-3'-one). Solvent: ClCCl (dichloromethane), CO (methanol). Reaction conditions: time 75 minute. Yields the product O=CCC1C2(C3=CC=C(C=C3C1=O)C)CCCCC2 ((RS)-2'-(2-oxoethyl)-5'-methyl-2',3'-dihydro-spiro[cyclohexane-1,1'-[1H]indene]-3'-one). The yield is 97.0%. As a reaction SMILES: [O:1]=[O+][O-].[CH2:4]([CH:8]1[C:16](=[O:17])[C:15]2[C:10](=[CH:11][CH:12]=[C:13]([CH3:18])[CH:14]=2)[C:9]21[CH2:23][CH2:22][CH2:21][CH2:20][CH2:19]2)[CH:5]=CC>ClCCl.CO>[O:1]=[CH:5][CH2:4][CH:8]1[C:16](=[O:17])[C:15]2[C:10](=[CH:11][CH:12]=[C:13]([CH3:18])[CH:14]=2)[C:9]21[CH2:19][CH2:20][CH2:21][CH2:22][CH2:23]2. Procedure: An ozone stream (3 g ozone/hour) was conducted for 75 minutes while stirring through a solution, cooled to -70°, of 18.4 g of (RS)-2'-(2-buten-1-yl)-5'-methyl-2',3'-dihydro-spiro[cyclohexane-1,1'-[1H]indene]-3'-one in 300 ml of anhydrous dichloromethane and 60 ml of anhydrous methanol. Subsequently, the solution was flushed with oxygen for 5 minutes and with argon for 10 minutes. After the addition of 7.55 ml of dimethyl sulfide, the mixture was stirred at room temperature for 16 hours. The reac... Starting materials: C(C)(C)(C)OC(NC1CCN(CC1)CCSC)=O ([1-(2-Methylsulfanyl-ethyl)-piperidin-4-yl]-carbamic acid tert-butyl ester), Cl.CO (HCl Methanol). Reaction conditions: temperature 40 celsius, time 1.5 hour. Product: Cl.Cl.CSCCN1CCC(CC1)N (1-(2-methylsulfanyl-ethyl)-piperidin-4-ylamine dihydrochloride), solid. Yield: 100.0%. Reaction SMILES: C(OC(=O)[NH:7][CH:8]1[CH2:13][CH2:12][N:11]([CH2:14][CH2:15][S:16][CH3:17])[CH2:10][CH2:9]1)(C)(C)C.[ClH:19].CO>>[ClH:19].[ClH:19].[CH3:17][S:16][CH2:15][CH2:14][N:11]1[CH2:10][CH2:9][CH:8]([NH2:7])[CH2:13][CH2:12]1 |f:1.2,3.4.5|. Procedure: [1-(2-Methylsulfanyl-ethyl)-piperidin-4-yl]-carbamic acid tert-butyl ester (0.35 g, 1.0 mmol) was dissolved in HCl/Methanol (2.5M, 4 mL) and stirred for 1.5 h at 40° C. After evaporation of the solvent and drying under high vacuum, 1-(2-methylsulfanyl-ethyl)-piperidin-4-ylamine dihydrochloride was obtained as an off-white solid (0.22 g, 100%); MS: m/e=175.5 (M+H+).